Dataset: the Open Reaction Database (ORD), a public repository of structured organic reaction records. Task: describe an organic reaction: reactants, conditions, products, and yield The reactants are C=Cc1ccccc1Br, C1CCOC1, [Li]CCCC, C=CCCC=O, CC(C)[Si](Cl)(C(C)C)C(C)C, c1ccccc1. The product is C=CCCC(O[Si](C(C)C)(C(C)C)C(C)C)c1ccccc1C=C. As a reaction SMILES: [Br:1][c:2]1[c:3]([CH:8]=[CH2:9])[cH:4][cH:5][cH:6][cH:7]1.[CH2:32]1[O:33][CH2:34][CH2:35][CH2:36]1.[CH3:10][CH2:11][CH2:12][CH2:13][Li:14].[CH:15]([CH2:16][CH2:17][CH:18]=[CH2:19])=[O:20].[Cl:21][Si:22]([CH:23]([CH3:24])[CH3:25])([CH:26]([CH3:27])[CH3:28])[CH:29]([CH3:30])[CH3:31].[cH:37]1[cH:38][cH:39][cH:40][cH:41][cH:42]1>>[c:2]1([CH:15]([CH2:16][CH2:17][CH:18]=[CH2:19])[O:20][Si:22]([CH:23]([CH3:24])[CH3:25])([CH:26]([CH3:27])[CH3:28])[CH:29]([CH3:30])[CH3:31])[c:3]([CH:8]=[CH2:9])[cH:4][cH:5][cH:6][cH:7]1.